Task: describe an organic reaction: reactants, conditions, products, and yield. Dataset: the Open Reaction Database (ORD), a public repository of structured organic reaction records Starting materials: crude product, C1(=CC=CC=C1)NC(C(CCCCCC#N)C1=NC(=NS1)C)=O (7-cyano-2-(3-methyl[1,2,4]thiadiazol-5-yl)heptanoic acid phenylamide), NO.O (hydroxylamine water), O (Water), CO (methanol). Yields the product C1(=CC=CC=C1)NC(C(CCCCCC(NO)=N)C1=NC(=NS1)C)=O (7-(N-hydroxycarbamimidoyl)-2-(3-methyl-[1,2,4]thiadiazol-5-yl)-heptanoic acid phenylamide). As a reaction SMILES: [C:1]1([NH:7][C:8](=[O:23])[CH:9]([C:17]2[S:21][N:20]=[C:19]([CH3:22])[N:18]=2)[CH2:10][CH2:11][CH2:12][CH2:13][CH2:14][C:15]#[N:16])[CH:6]=[CH:5][CH:4]=[CH:3][CH:2]=1.CO.[OH2:26].[NH2:27]O.O>>[C:1]1([NH:7][C:8](=[O:23])[CH:9]([C:17]2[S:21][N:20]=[C:19]([CH3:22])[N:18]=2)[CH2:10][CH2:11][CH2:12][CH2:13][CH2:14][C:15](=[NH:27])[NH:16][OH:26])[CH:6]=[CH:5][CH:4]=[CH:3][CH:2]=1 |f:3.4|. Procedure details: To a stirred mixture of 7-cyano-2-(3-methyl[1,2,4]thiadiazol-5-yl)heptanoic acid phenylamide (2021044) (440 mg, 1.30 mmol) in 50% hydroxylamine/water (20 mL) was added methanol until the oil dissolved. The solution was then heated at reflux overnight. Water (100 mL) was added and the reaction mixture was then extracted with ethyl acetate (3×150 mL). The combined organic fractions were dried (MgSO4) and the solvent was removed under reduced pressure. The crude product (400 mg, 1.1 mmol) was purif... Yields the product N#Cc1ccc(CC23CC(NC(=O)CC(N)=O)CN2C(=O)N(c2cc(Cl)cc(Cl)c2)C3=O)cc1. As a reaction SMILES: [C:1](#[N:2])[c:3]1[cH:4][cH:5][c:6]([CH2:7][C:8]23[C:9](=[O:26])[N:10]([c:18]4[cH:19][c:20]([Cl:25])[cH:21][c:22]([Cl:24])[cH:23]4)[C:11](=[O:17])[N:12]2[CH2:13][CH:14]([NH2:16])[CH2:15]3)[cH:27][cH:28]1.[CH2:55]1[O:56][CH2:57][CH2:58][CH2:59]1.[CH2:60]([Cl:61])[CH2:62][Cl:63].[CH:46]([N:47]([CH2:48][CH3:49])[CH:50]([CH3:51])[CH3:52])([CH3:53])[CH3:54].[NH2:29][C:30](=[O:31])[CH2:32][C:33]([OH:34])=[O:35].[OH:36][n:37]1[c:38]2[c:39]([cH:40][cH:41][cH:42][cH:43]2)[n:44][n:45]1>>[C:1](#[N:2])[c:3]1[cH:4][cH:5][c:6]([CH2:7][C:8]23[C:9](=[O:26])[N:10]([c:18]4[cH:19][c:20]([Cl:25])[cH:21][c:22]([Cl:24])[cH:23]4)[C:11](=[O:17])[N:12]2[CH2:13][CH:14]([NH:16][C:33]([CH2:32][C:30]([NH2:29])=[O:31])=[O:34])[CH2:15]3)[cH:27][cH:28]1. The reactants are N#Cc1ccc(CC23CC(N)CN2C(=O)N(c2cc(Cl)cc(Cl)c2)C3=O)cc1, C1CCOC1, ClCCCl, CCN(C(C)C)C(C)C, NC(=O)CC(=O)O, On1nnc2ccccc21. Starting materials: COCC1=C(C(=O)O)C(c2cccc(Cl)c2)NC(=O)N1, ClCCl, NCCCc1ccccc1. Yields the product COCC1=C(C(=O)NCCCc2ccccc2)C(c2cccc(Cl)c2)NC(=O)N1. As a reaction SMILES: [Cl:1][c:2]1[cH:3][c:4]([CH:8]2[NH:9][C:10](=[O:20])[NH:11][C:12]([CH2:17][O:18][CH3:19])=[C:13]2[C:14](=[O:15])[OH:16])[cH:5][cH:6][cH:7]1.[Cl:31][CH2:32][Cl:33].[c:21]1([CH2:27][CH2:28][CH2:29][NH2:30])[cH:22][cH:23][cH:24][cH:25][cH:26]1>>[Cl:1][c:2]1[cH:3][c:4]([CH:8]2[NH:9][C:10](=[O:20])[NH:11][C:12]([CH2:17][O:18][CH3:19])=[C:13]2[C:14](=[O:16])[NH:30][CH2:29][CH2:28][CH2:27][c:21]2[cH:22][cH:23][cH:24][cH:25][cH:26]2)[cH:5][cH:6][cH:7]1. Starting materials: C(C)OC=1C(=CC2=C(C(=C(C(O2)=O)CCOS(=O)(=O)C)C)C1)OC (6-ethoxy-3-[2-(methanesulphonyloxy)ethyl]-7-methoxy-4-methyl -2H-1-benzopyran-2-one), C1(=CC=CC=C1)N1CCNCC1 (1-phenylpiperazine). Solvent: C(C)(C)O (isopropanol). Yields the product C(C)OC=1C(=CC2=C(C(=C(C(O2)=O)CCN2CCN(CC2)C2=CC=CC=C2)C)C1)OC (6-ethoxy-7-methoxy-4-methyl-3-[2-(4-phenyl-1-piperazinyl)ethyl]-2H-1-benzopyran-2-one). Isolated yield 70.0%. As a reaction SMILES: [CH2:1]([O:3][C:4]1[C:5]([O:23][CH3:24])=[CH:6][C:7]2[O:12][C:11](=[O:13])[C:10]([CH2:14][CH2:15]OS(C)(=O)=O)=[C:9]([CH3:21])[C:8]=2[CH:22]=1)[CH3:2].[C:25]1([N:31]2[CH2:36][CH2:35][NH:34][CH2:33][CH2:32]2)[CH:30]=[CH:29][CH:28]=[CH:27][CH:26]=1>C(O)(C)C>[CH2:1]([O:3][C:4]1[C:5]([O:23][CH3:24])=[CH:6][C:7]2[O:12][C:11](=[O:13])[C:10]([CH2:14][CH2:15][N:34]3[CH2:35][CH2:36][N:31]([C:25]4[CH:30]=[CH:29][CH:28]=[CH:27][CH:26]=4)[CH2:32][CH2:33]3)=[C:9]([CH3:21])[C:8]=2[CH:22]=1)[CH3:2]. Procedure details: Process B; starting materials: 6-ethoxy-3-[2-(methanesulphonyloxy)ethyl]-7-methoxy-4-methyl -2H-1-benzopyran-2-one (Example 29) and 1-phenylpiperazine; yield 70%; m.p. 164°-165° C. (from isopropanol). The reactants are COc1ccc(CC(=O)O)cc1, Cc1c(O)cccc1O. Yields the product COc1ccc(CC(=O)c2ccc(O)c(C)c2O)cc1. As a reaction SMILES: [CH3:10][O:11][c:12]1[cH:13][cH:14][c:15]([CH2:18][C:19](=[O:20])[OH:21])[cH:16][cH:17]1.[CH3:1][c:2]1[c:3]([OH:4])[cH:5][cH:6][cH:7][c:8]1[OH:9]>>[CH3:1][c:2]1[c:3]([OH:4])[c:5]([C:19]([CH2:18][c:15]2[cH:14][cH:13][c:12]([O:11][CH3:10])[cH:17][cH:16]2)=[O:20])[cH:6][cH:7][c:8]1[OH:9].